This data is from the Open Reaction Database (ORD), a public repository of structured organic reaction records. The task is: describe an organic reaction: reactants, conditions, products, and yield Starting materials: ClCCN(CCCl)C=1C=C(C(=O)OC)C=C(C1)N(CCCl)CCCl (methyl 3,5-bis[N,N-bis(2-chloroethyl)amino]benzoate). Yields the product ClCCN(CCCl)C=1C=C(C(=O)O)C=C(C1)N(CCCl)CCCl (3,5-Bis[N,N-bis(2-chloroethyl)amino]benzoic acid). As a reaction SMILES: [Cl:1][CH2:2][CH2:3][N:4]([C:8]1[CH:9]=[C:10]([CH:15]=[C:16]([N:18]([CH2:22][CH2:23][Cl:24])[CH2:19][CH2:20][Cl:21])[CH:17]=1)[C:11]([O:13]C)=[O:12])[CH2:5][CH2:6][Cl:7]>Cl>[Cl:1][CH2:2][CH2:3][N:4]([C:8]1[CH:9]=[C:10]([CH:15]=[C:16]([N:18]([CH2:19][CH2:20][Cl:21])[CH2:22][CH2:23][Cl:24])[CH:17]=1)[C:11]([OH:13])=[O:12])[CH2:5][CH2:6][Cl:7]. The yield is 65.7%. Solvent: Cl (hydrochloric acid). Conditions: temperature 50 celsius. Reported procedure: A suspension of 1.59 g (3.82 mmol) of methyl 3,5-bis[N,N-bis(2-chloroethyl)amino]benzoate in 48 ml of concentrated hydrochloric acid was heated at 50° C. for 5 hours. After completion of the reaction, the suspension was extracted with methylene chloride. The extract was washed with an aqueous solution of sodium hydrogencarbonate and then with a saturated aqueous solution of sodium chloride, dried over magnesium sulfate, and was then concentrated. The resultant residue was purified by flush chrom... Starting materials: NC1=NC(=NC(=C1NC(OCCCl)=O)N)N1N=C(C2=NC=CC=C21)CC2=C(C=CC=C2)F (2-Chloroethyl {4,6-diamino-2-[3-(2-fluorobenzyl)-1H-pyrazolo[4,3-b]pyridin-1-yl]pyrimidin-5-yl}carbamate), CO (methanol), C[O-].[Na+] (sodium methoxide). Conditions: temperature 65 celsius, time 30 minute. The product is NC1=C2N(C(NC2=NC(=N1)N1N=C(C2=NC=CC=C21)CC2=C(C=CC=C2)F)=O)CCO (6-Amino-2-[3-(2-fluorobenzyl)-1H-pyrazolo[4,3-b]pyridin-1-yl]-7-(2-hydroxyethyl)-7,9-dihydro-8H-purin-8-one). As a reaction SMILES: [NH2:1][C:2]1[C:7]([NH:8][C:9](=[O:14])OCCCl)=[C:6]([NH2:15])[N:5]=[C:4]([N:16]2[C:24]3[C:19](=[N:20][CH:21]=[CH:22][CH:23]=3)[C:18]([CH2:25][C:26]3[CH:31]=[CH:30][CH:29]=[CH:28][C:27]=3[F:32])=[N:17]2)[N:3]=1.[CH3:33][O-:34].[Na+].[CH3:36]O>>[NH2:1][C:2]1[N:3]=[C:4]([N:16]2[C:24]3[C:19](=[N:20][CH:21]=[CH:22][CH:23]=3)[C:18]([CH2:25][C:26]3[CH:31]=[CH:30][CH:29]=[CH:28][C:27]=3[F:32])=[N:17]2)[N:5]=[C:6]2[C:7]=1[N:8]([CH2:36][CH2:33][OH:34])[C:9](=[O:14])[NH:15]2 |f:1.2|. Procedure: 120 mg (0.263 mmol) of the carbamate from example 51A were initially charged in methanol (5.0 ml), 100 μl (0.525 mmol) of sodium methoxide solution (25% w/w in methanol) were added and the mixture was stirred at 65° C. for 30 min. The solvent was removed under reduced pressure, the residue was separated by means of preparative HPLC and the product fractions were concentrated. This gave 53.1 mg (48% of theory) of the title compound in solid form. Starting materials: CCOC(C)=O, COC(=O)c1ccccc1-c1cnc(C(=O)CCCCCCc2ccccc2)o1. Product: O=C(CCCCCCc1ccccc1)c1ncc(-c2ccccc2C(=O)O)o1. Reaction SMILES: [CH3:30][CH2:31][O:32][C:33]([CH3:34])=[O:35].[c:1]1([CH2:7][CH2:8][CH2:9][CH2:10][CH2:11][CH2:12][C:13](=[O:14])[c:15]2[o:16][c:17](-[c:20]3[c:21]([C:22](=[O:23])[O:24][CH3:25])[cH:26][cH:27][cH:28][cH:29]3)[cH:18][n:19]2)[cH:2][cH:3][cH:4][cH:5][cH:6]1>>[c:1]1([CH2:7][CH2:8][CH2:9][CH2:10][CH2:11][CH2:12][C:13](=[O:14])[c:15]2[o:16][c:17](-[c:20]3[c:21]([C:22](=[O:23])[OH:24])[cH:26][cH:27][cH:28][cH:29]3)[cH:18][n:19]2)[cH:2][cH:3][cH:4][cH:5][cH:6]1. Starting materials: C(C(C)C)C1=CC=C(C=C1)C(=C)C (2-(4-isobutylphenyl)propene), OP(=O)(O)[O-].[K+] (KH2PO4), CC(C)(C)O (t-BuOH), C(=O)([O-])[O-].[K+].[K+] (K2CO3), K4Fe(CN)6.3H2O, Ag AgCl. Procedure: The cathode compartment of the above described glass H-cell is charged with an aqueous solution of KH2PO4 (0.4M, 50 mL) and the anode is charged with the following: t-BuOH (50 mL), H2O (50 mL), K2CO3 (2.65 g, 20 mmol), K4Fe(CN)6.3H2O(0.633 g, 1.5 mmol). The solution is kept at 22° C. and the electrolysis is commenced at a controlled potential of 0.20-0.25 V (vs reference Ag/AgCl). After ca. 144 coulombs of electricity is consumed, the anode compartment is charged with the chiral ligand, MEQ-DHQD... The reagents and catalysts are O=[Os](=O)(=O)=O (OsO4). The product is diol, C(C(C)C)C1=CC=C(C=C1)[C@@](CO)(C)O ((R)-2-(4-isobutylphenyl)-1,2-propanediol). Reaction SMILES: OP([O-])(O)=O.[K+].[CH3:7][C:8]([OH:11])([CH3:10])[CH3:9].C([O-])([O-])=[O:13].[K+].[K+].[CH2:18]([C:22]1[CH:27]=[CH:26]C(C(C)=C)=[CH:24][CH:23]=1)[CH:19]([CH3:21])[CH3:20]>O=[Os](=O)(=O)=O.O>[CH2:18]([C:22]1[CH:27]=[CH:26][C:7]([C@:8]([OH:11])([CH3:10])[CH2:9][OH:13])=[CH:24][CH:23]=1)[CH:19]([CH3:21])[CH3:20] |f:0.1,3.4.5|. Solvent: O (H2O). Isolated yield 100.0%. Starting materials: CC1(C)OB(c2cccc3[nH]ncc23)OC1(C)C, OCCNc1cc2nc(Cl)nc(N3CCOCC3)c2s1. Yields the product OCCNc1cc2nc(-c3cccc4[nH]ncc34)nc(N3CCOCC3)c2s1. As a reaction SMILES: [CH3:21][C:22]1([CH3:23])[C:24]([CH3:25])([CH3:26])[O:27][B:28]([c:29]2[c:30]3[cH:31][n:32][nH:33][c:34]3[cH:35][cH:36][cH:37]2)[O:38]1.[Cl:1][c:2]1[n:3][c:4]([N:15]2[CH2:16][CH2:17][O:18][CH2:19][CH2:20]2)[c:5]2[c:6]([n:7]1)[cH:8][c:9]([NH:11][CH2:12][CH2:13][OH:14])[s:10]2>>[c:2]1(-[c:29]2[c:30]3[cH:31][n:32][nH:33][c:34]3[cH:35][cH:36][cH:37]2)[n:3][c:4]([N:15]2[CH2:16][CH2:17][O:18][CH2:19][CH2:20]2)[c:5]2[c:6]([n:7]1)[cH:8][c:9]([NH:11][CH2:12][CH2:13][OH:14])[s:10]2. Reactants: BrC1=CN=C2N1N=CC=C2 (3-bromoimidazo[1,2-b]pyridazine), C(#C)[Si](C)(C)C (ethynyltrimethylsilane), C(C)(C)N(CC)C(C)C (diisopropylethylamine). The reagents and catalysts are C=1C=CC(=CC1)[P](C=2C=CC=CC2)(C=3C=CC=CC3)[Pd]([P](C=4C=CC=CC4)(C=5C=CC=CC5)C=6C=CC=CC6)([P](C=7C=CC=CC7)(C=8C=CC=CC8)C=9C=CC=CC9)[P](C=1C=CC=CC1)(C=1C=CC=CC1)C=1C=CC=CC1 (Pd(PPh3)4), [Cu]I (CuI). Solvent: CN(C)C=O (DMF). Run at time 1 hour. Product: C[Si](C)(C)C#CC1=CN=C2N1N=CC=C2 (3-((Trimethylsilyl)ethynyl)imidazo[1,2-b]pyridazine). Isolated yield 71.1%. Reaction SMILES: Br[C:2]1[N:6]2[N:7]=[CH:8][CH:9]=[CH:10][C:5]2=[N:4][CH:3]=1.[C:11]([Si:13]([CH3:16])([CH3:15])[CH3:14])#[CH:12].C(N(C(C)C)CC)(C)C>CN(C=O)C.C1C=CC([P]([Pd]([P](C2C=CC=CC=2)(C2C=CC=CC=2)C2C=CC=CC=2)([P](C2C=CC=CC=2)(C2C=CC=CC=2)C2C=CC=CC=2)[P](C2C=CC=CC=2)(C2C=CC=CC=2)C2C=CC=CC=2)(C2C=CC=CC=2)C2C=CC=CC=2)=CC=1.[Cu]I>[CH3:14][Si:13]([C:11]#[C:12][C:2]1[N:6]2[N:7]=[CH:8][CH:9]=[CH:10][C:5]2=[N:4][CH:3]=1)([CH3:16])[CH3:15] |^1:34,36,55,74|. Reported procedure: A mixture of 3-bromoimidazo[1,2-b]pyridazine (36.78 g, 0.186 mol; prepared according to Stanovnik, B. et al. Synthesis (1981), 12, 987-989), ethynyltrimethylsilane (21.89 g, 0.223 mol), Pd(PPh3)4 (10.73 g, 9.29 mmol), CuI (5.30 g, 0.028 mol), and diisopropylethylamine (32.4 mL, 0.279 mol) in 150 mL of DMF was stirred at ambient temperature, under an atmosphere of N2, for 1 h. The reaction mixture was concentrated and the crude product was purified by silica gel flash chromatography (eluted with ...